From a dataset of the Open Reaction Database (ORD), a public repository of structured organic reaction records. describe an organic reaction: reactants, conditions, products, and yield The reactants are C(C1=CC=CC=C1)S(=O)(=O)NC=1C(N(C(=CC1)C)CC(=O)O)=O (2-[3-[(benzylsulfonyl)amino]-6 -methyl-2-oxo-1(2H)-pyridinyl]acetic acid), NCC1CC=2C=NC(=NC2CC1)N (6-(aminomethyl)-5,6,7,8-tetrahydro-2-quinazolinamine). Product: NC1=NC=2CCC(CC2C=N1)CNC(CN1C(C(=CC=C1C)NS(=O)(=O)CC1=CC=CC=C1)=O)=O ((±)-N-[(2-amino-5,6,7,8-tetrahydro-6 -quinazolinyl)methyl]-2-[3-[(benzyl-sulfonyl)amino]-6-methyl-2-oxo-1(2H)-pyridinyl]acetamide). As a reaction SMILES: [CH2:1]([S:8]([NH:11][C:12]1[C:13](=[O:23])[N:14]([CH2:19][C:20]([OH:22])=O)[C:15]([CH3:18])=[CH:16][CH:17]=1)(=[O:10])=[O:9])[C:2]1[CH:7]=[CH:6][CH:5]=[CH:4][CH:3]=1.[NH2:24][CH2:25][CH:26]1[CH2:35][CH2:34][C:33]2[N:32]=[C:31]([NH2:36])[N:30]=[CH:29][C:28]=2[CH2:27]1>>[NH2:36][C:31]1[N:30]=[CH:29][C:28]2[CH2:27][CH:26]([CH2:25][NH:24][C:20](=[O:22])[CH2:19][N:14]3[C:15]([CH3:18])=[CH:16][CH:17]=[C:12]([NH:11][S:8]([CH2:1][C:2]4[CH:3]=[CH:4][CH:5]=[CH:6][CH:7]=4)(=[O:9])=[O:10])[C:13]3=[O:23])[CH2:35][CH2:34][C:33]=2[N:32]=1. Reported procedure: The title compound was prepared from 2-[3-[(benzylsulfonyl)amino]-6 -methyl-2-oxo-1(2H)-pyridinyl]acetic acid and 6-(aminomethyl)-5,6,7,8-tetrahydro-2-quinazolinamine using the procedure of EXAMPLE 1 (STEP 6), and was obtained as a white solid compound. Reactants: CC(C)(C)[O-], CI, CS(C)=O, O=C(Nc1ccn(Cc2ccc(O)cc2C(F)(F)F)n1)c1c(F)cccc1F, [K+]. Product: COc1ccc(Cn2ccc(NC(=O)c3c(F)cccc3F)n2)c(C(F)(F)F)c1. As a reaction SMILES: [CH3:29][C:30]([CH3:31])([O-:32])[CH3:33].[CH3:35][I:36].[CH3:37][S:38]([CH3:39])=[O:40].[F:1][c:2]1[c:3]([C:4](=[O:5])[NH:6][c:7]2[n:8][n:9]([CH2:12][c:13]3[c:14]([C:20]([F:21])([F:22])[F:23])[cH:15][c:16]([OH:19])[cH:17][cH:18]3)[cH:10][cH:11]2)[c:24]([F:28])[cH:25][cH:26][cH:27]1.[K+:34]>>[F:1][c:2]1[c:3]([C:4](=[O:5])[NH:6][c:7]2[n:8][n:9]([CH2:12][c:13]3[c:14]([C:20]([F:21])([F:22])[F:23])[cH:15][c:16]([O:19][CH3:29])[cH:17][cH:18]3)[cH:10][cH:11]2)[c:24]([F:28])[cH:25][cH:26][cH:27]1. Reactants: [BH4-].[Na+] (NaBH4), O=C(CCCC#CCC#CCC(=O)O)C (11-oxo-3,6-dodecadiynoic acid), Cl (HCl). Run in [Cl-].[Na+].O (brine), CCO (EtOH). The product is OC(CCCC#CCC#CCC(=O)O)C (11-hydroxy-3,6-dodecadiynoic acid). As a reaction SMILES: [O:1]=[C:2]([CH3:15])[CH2:3][CH2:4][CH2:5][C:6]#[C:7][CH2:8][C:9]#[C:10][CH2:11][C:12]([OH:14])=[O:13].[BH4-].[Na+].Cl>CCO.[Cl-].[Na+].O>[OH:1][CH:2]([CH3:15])[CH2:3][CH2:4][CH2:5][C:6]#[C:7][CH2:8][C:9]#[C:10][CH2:11][C:12]([OH:14])=[O:13] |f:1.2,5.6.7|. Procedure details: Keto-acid 12 (1.8 g, 8.7 mmol) was dissolved in 25 mL absolute EtOH, and cooled to -20°. NaBH4 (0.456 g, 12 mmol) was added in one portion, and the solution was warmed to 0° over 15 min, then cooled to -20° again. The reaction mixture was then slowly acidified with 3.5N HCl, brine (25 mL) was added, and the solution was extracted with ether (4×25 mL). The combined ether extracts were washed with brine (2×20 mL), dried (MgSO4), and concentrated in vacuo, to give an orange oil, which rapidly darke... Reactants: C(#N)[BH3-].[Na+] (sodium cyanoborohydride), C1(CC1)N1C=C(C(C2=CC(=C(N=C12)N1CC2(CNC2)C(C1)=NOC)F)=O)C(=O)O (1-Cyclopropyl-6-fluoro-7-[8-(methoxyimino)-2,6-diazaspiro[3,4]oct-6-yl]-4-oxo-1,4-dihydro-1,8-naphthyridine-3-carboxylic acid), C(C)O (ethanol), p-formaldehyde. Run in C(C)(=O)O (acetic acid). Conditions: time 30 minute. Product: C1(CC1)N1C=C(C(C2=CC(=C(N=C12)N1CC2(CN(C2)C)C(C1)=NOC)F)=O)C(=O)O (1-Cyclopropyl-6-fluoro-7-[8-(methoxyimino)-2-methyl-2,6-diazaspiro[3,4]oct-6-yl]-4-oxo-1,4-dihydro-1,8-naphthyridine-3-carboxylic acid). Isolated yield 83.7%. RXN SMILES: [CH:1]1([N:4]2[C:13]3[C:8](=[CH:9][C:10]([F:25])=[C:11]([N:14]4[CH2:21][C:20](=[N:22][O:23][CH3:24])[C:16]5([CH2:19][NH:18][CH2:17]5)[CH2:15]4)[N:12]=3)[C:7](=[O:26])[C:6]([C:27]([OH:29])=[O:28])=[CH:5]2)[CH2:3][CH2:2]1.[CH2:30](O)C.C([BH3-])#N.[Na+]>C(O)(=O)C>[CH:1]1([N:4]2[C:13]3[C:8](=[CH:9][C:10]([F:25])=[C:11]([N:14]4[CH2:21][C:20](=[N:22][O:23][CH3:24])[C:16]5([CH2:19][N:18]([CH3:30])[CH2:17]5)[CH2:15]4)[N:12]=3)[C:7](=[O:26])[C:6]([C:27]([OH:29])=[O:28])=[CH:5]2)[CH2:2][CH2:3]1 |f:2.3|. Procedure: 300 mg of 1-Cyclopropyl-6-fluoro-7-[8-(methoxyimino)-2,6-diazaspiro[3,4]oct-6-yl]-4-oxo-1,4-dihydro-1,8-naphthyridine-3-carboxylic acid was added to 10 ml of ethanol, and thereto 0.2 ml of acetic acid was dropped and 42 mg of p-formaldehyde was added. The mixture was stirred at room temperature for 30 minutes, and thereto 85 mg of sodium cyanoborohydride was added. It was stirred at room temperature for 2 hours. The resulting precipitate was filtered and dried to give 260 mg of the titled compou... The reactants are CCO, Cc1ccc(C(O)C[N+](=O)[O-])cc1. Product: Cc1ccc(C(O)CN)cc1. Reaction SMILES: [CH3:14][CH2:15][OH:16].[CH3:1][c:2]1[cH:3][cH:4][c:5]([CH:8]([CH2:9][N+:10]([O-:11])=[O:12])[OH:13])[cH:6][cH:7]1>>[CH3:1][c:2]1[cH:3][cH:4][c:5]([CH:8]([CH2:9][NH2:10])[OH:13])[cH:6][cH:7]1. The reactants are [Si](C)(C)(C(C)(C)C)OC[C@]1(CC=2N(CCS1)C(=NN2)C2(CC2)C2=CC=C(C=C2)Cl)C ((8R)-8-({[t-Butyl(dimethyl)silyl]oxy}methyl)-3-[1-(4-chlorophenyl)cyclopropyl]-8-methyl-5,6,8,9-tetrahydro[1,2,4]triazolo[4,3-d][1,4]thiazepine), CN1N=CC(=C1)B1OC(C(O1)(C)C)(C)C (1-methyl-4-(4,4,5,5-tetramethyl-1,3,2-dioxaborolan-2-yl)-1H-pyrazole), C1(CCCCC1)P(C1CCCCC1)C1CCCCC1 (tricyclohexylphosphine), P(=O)([O-])([O-])[O-].[K+].[K+].[K+] (tripotassium phosphate). Reagents/catalysts: C=1C=CC(=CC1)/C=C/C(=O)/C=C/C2=CC=CC=C2.C=1C=CC(=CC1)/C=C/C(=O)/C=C/C2=CC=CC=C2.C=1C=CC(=CC1)/C=C/C(=O)/C=C/C2=CC=CC=C2.[Pd].[Pd] (tris(dibenzylideneacetone)dipalladium). The solvent is O1CCOCC1 (1,4-dioxane), O (water), C(Cl)Cl (methylene chloride). Conditions: temperature 140 celsius, time 2 hour. Yields the product [Si](C)(C)(C(C)(C)C)OC[C@]1(CC=2N(CCS1)C(=NN2)C2(CC2)C2=CC=C(C=C2)C=2C=NN(C2)C)C ((8R)-8-({[t-Butyl(dimethyl)silyl]oxy}methyl)-8-methyl-3-{1-[4-(1-methyl-1H-pyrazol-4-yl)phenyl]cyclopropyl}-5,6,8,9-tetrahydro[1,2,4]triazolo[4,3-d][1,4]thiazepine). Isolated yield 100.9%. RXN SMILES: [Si:1]([O:8][CH2:9][C@:10]1([CH3:30])[S:16][CH2:15][CH2:14][N:13]2[C:17]([C:20]3([C:23]4[CH:28]=[CH:27][C:26](Cl)=[CH:25][CH:24]=4)[CH2:22][CH2:21]3)=[N:18][N:19]=[C:12]2[CH2:11]1)([C:4]([CH3:7])([CH3:6])[CH3:5])([CH3:3])[CH3:2].[CH3:31][N:32]1[CH:36]=[C:35](B2OC(C)(C)C(C)(C)O2)[CH:34]=[N:33]1.C1(P(C2CCCCC2)C2CCCCC2)CCCCC1.P([O-])([O-])([O-])=O.[K+].[K+].[K+]>O1CCOCC1.O.C(Cl)Cl.C1C=CC(/C=C/C(/C=C/C2C=CC=CC=2)=O)=CC=1.C1C=CC(/C=C/C(/C=C/C2C=CC=CC=2)=O)=CC=1.C1C=CC(/C=C/C(/C=C/C2C=CC=CC=2)=O)=CC=1.[Pd].[Pd]>[Si:1]([O:8][CH2:9][C@:10]1([CH3:30])[S:16][CH2:15][CH2:14][N:13]2[C:17]([C:20]3([C:23]4[CH:28]=[CH:27][C:26]([C:35]5[CH:34]=[N:33][N:32]([CH3:31])[CH:36]=5)=[CH:25][CH:24]=4)[CH2:22][CH2:21]3)=[N:18][N:19]=[C:12]2[CH2:11]1)([C:4]([CH3:7])([CH3:6])[CH3:5])([CH3:3])[CH3:2] |f:3.4.5.6,10.11.12.13.14|. Procedure: The compound (255 mg, 0.55 mmol) obtained in Example 4-2), 1-methyl-4-(4,4,5,5-tetramethyl-1,3,2-dioxaborolan-2-yl)-1H-pyrazole (126 mg, 0.60 mmol), tris(dibenzylideneacetone)dipalladium (25 mg, 0.03 mmol), tricyclohexylphosphine (29 mg, 0.07 mmol), and tripotassium phosphate (205 mg, 0.93 mmol) were dissolved in a mixed solvent of 1,4-dioxane (2 mL) and water (1 mL), and the mixture was stirred at 140° C. for 2 h under microwave irradiation. The reaction mixture was cooled to room temperature, ...